Dataset: the Open Reaction Database (ORD), a public repository of structured organic reaction records. Task: describe an organic reaction: reactants, conditions, products, and yield Starting materials: C(C)(C)N1C(SC2=C1C=CC(=C2)N2C(O[C@H](C2)C(=O)OC)=O)=O (methyl (5R)-3-(2,3-dihydro-3-isopropyl-2-oxo-6-benzothiazolyl)-2-oxo-5-oxazolidinecarboxylate), CN (methylamine). The solvent is CO (MeOH). Conditions: time 45 minute. Product: CNC(=O)[C@H]1CN(C(O1)=O)C1=CC2=C(N(C(S2)=O)C(C)C)C=C1 ((5R)-(−)-N-Methyl-3-(2,3-dihydro-3-isopropyl-2-oxo-6-benzothiazolyl)-2-oxo-5-oxazolidinecarboxamide). RXN SMILES: [CH:1]([N:4]1[C:8]2[CH:9]=[CH:10][C:11]([N:13]3[CH2:17][C@H:16]([C:18]([O:20]C)=O)[O:15][C:14]3=[O:22])=[CH:12][C:7]=2[S:6][C:5]1=[O:23])([CH3:3])[CH3:2].[CH3:24][NH2:25]>CO>[CH3:24][NH:25][C:18]([C@@H:16]1[O:15][C:14](=[O:22])[N:13]([C:11]2[CH:10]=[CH:9][C:8]3[N:4]([CH:1]([CH3:2])[CH3:3])[C:5](=[O:23])[S:6][C:7]=3[CH:12]=2)[CH2:17]1)=[O:20]. Procedure: The methyl (5R)-3-(2,3-dihydro-3-isopropyl-2-oxo-6-benzothiazolyl)-2-oxo-5-oxazolidinecarboxylate (EXAMPLE 31, Step 3, 2.89 g, 8.59 mmol) is treated with 2N methylamine in MeOH (8.2 mL), and the mixture is stirred at ambient temperature for 45 mins and then filtered to give the title compound, mp 172–173.5° C.; MS (ESI+) for C15H17N3O4S m/z 336 (M+H)+; [α]25D−43 (c 0.98, DMSO). Starting materials: CCCCCCCCCCCCCCCCCCN(C)C, CC#N, OCCCCl. The product is CCCCCCCCCCCCCCCCCC[N+](C)(C)CCCO, [Cl-]. Reaction SMILES: [CH3:1][N:2]([CH3:3])[CH2:4][CH2:5][CH2:6][CH2:7][CH2:8][CH2:9][CH2:10][CH2:11][CH2:12][CH2:13][CH2:14][CH2:15][CH2:16][CH2:17][CH2:18][CH2:19][CH2:20][CH3:21].[CH3:27][C:28]#[N:29].[Cl:22][CH2:23][CH2:24][CH2:25][OH:26]>>[CH3:1][N+:2]([CH3:3])([CH2:4][CH2:5][CH2:6][CH2:7][CH2:8][CH2:9][CH2:10][CH2:11][CH2:12][CH2:13][CH2:14][CH2:15][CH2:16][CH2:17][CH2:18][CH2:19][CH2:20][CH3:21])[CH2:23][CH2:24][CH2:25][OH:26].[Cl-:22]. Reactants: COC=1C=C(COC[C@H](CO[Si](C(C)C)(C(C)C)C(C)C)OC\C=C(/CC\C=C\C(CCC(C\C=C(\CCC=C(C)C)/C)=C)(C)C)\C)C=CC1OC ((R)-3-(3,4-Dimethoxybenzyloxy)-1-triisopropylsiloxy-2-[(2Z,6E,13E)-3,8,8,14,18-pentamethyl-11-methylene-nonadeca-2,6,13,17-tetraen-1-yloxy]-propane), [F-].C(CCC)[N+](CCCC)(CCCC)CCCC (tetrabutylammonium fluoride). Solvent: [Cl-].[Na+].O (brine), O1CCCC1 (tetrahydrofuran), O1CCCC1 (tetrahydrofuran). Conditions: time 1 hour. The product is COC=1C=C(COC[C@H](CO)OC\C=C(/CC\C=C\C(CCC(C\C=C(\CCC=C(C)C)/C)=C)(C)C)\C)C=CC1OC ((S)-3-(3,4-Dimethoxybenzyloxy)-2-[(2Z,6E,13E)-3,8,8,14,18-pentamethyl-11-methylene-nonadeca-2,6,13,17-tetraen-1-yloxy]-1-propanol). Isolated yield 96.7%. Reaction SMILES: [CH3:1][O:2][C:3]1[CH:4]=[C:5]([CH:48]=[CH:49][C:50]=1[O:51][CH3:52])[CH2:6][O:7][CH2:8][C@@H:9]([O:22][CH2:23]/[CH:24]=[C:25](/[CH3:47])\[CH2:26][CH2:27]/[CH:28]=[CH:29]/[C:30]([CH3:46])([CH3:45])[CH2:31][CH2:32][C:33](=[CH2:44])[CH2:34]/[CH:35]=[C:36](\[CH3:43])/[CH2:37][CH2:38][CH:39]=[C:40]([CH3:42])[CH3:41])[CH2:10][O:11][Si](C(C)C)(C(C)C)C(C)C.[F-].C([N+](CCCC)(CCCC)CCCC)CCC>O1CCCC1.[Cl-].[Na+].O>[CH3:1][O:2][C:3]1[CH:4]=[C:5]([CH:48]=[CH:49][C:50]=1[O:51][CH3:52])[CH2:6][O:7][CH2:8][C@@H:9]([O:22][CH2:23]/[CH:24]=[C:25](/[CH3:47])\[CH2:26][CH2:27]/[CH:28]=[CH:29]/[C:30]([CH3:46])([CH3:45])[CH2:31][CH2:32][C:33](=[CH2:44])[CH2:34]/[CH:35]=[C:36](\[CH3:43])/[CH2:37][CH2:38][CH:39]=[C:40]([CH3:41])[CH3:42])[CH2:10][OH:11] |f:1.2,4.5.6|. Procedure: To a solution of (R)-3-(3,4-dimethoxybenzyloxy)-1-triisopropylsiloxy-2-[(2Z,6E,13E)-3,8,8,14,18-pentamethyl-11-methylene-nonadeca-2,6,13,17-tetraen-1-yloxy]-propane (8) (20.0 mg, 27.3 μmol, 1.00 eq.) in dry tetrahydrofuran (0.55 mL) was added 1 M tetrabutylammonium fluoride solution in tetrahydrofuran (41 μL, 40.9 μmol, 1.50 eq.) at 0° C. After being stirred at the same temperature for 1 h, the reaction mixture was poured into brine. The aqueous layer was extracted with two portions of ethyl ace... The reactants are Fc1ccc2c(c1)OCc1c(F)cccc1C2=CBr, O=C([O-])[O-], CC(C)=O, CC1(C)OB(c2ccc3[nH]c(=O)[nH]c3c2)OC1(C)C, [Na+], [Na+], C1COCCO1, c1ccc(P(c2ccccc2)(c2ccccc2)[Pd](P(c2ccccc2)(c2ccccc2)c2ccccc2)(P(c2ccccc2)(c2ccccc2)c2ccccc2)P(c2ccccc2)(c2ccccc2)c2ccccc2)cc1. Yields the product O=c1[nH]c2ccc(C=C3c4ccc(F)cc4OCc4c(F)cccc43)cc2[nH]1. Reaction SMILES: [Br:1][CH:2]=[C:3]1[c:4]2[c:5]([cH:15][c:16]([F:19])[cH:17][cH:18]2)[O:6][CH2:7][c:8]2[c:9]1[cH:10][cH:11][cH:12][c:13]2[F:14].[C:39](=[O:40])([O-:41])[O-:42].[CH3:128][C:129](=[O:130])[CH3:131].[CH3:20][C:21]1([CH3:22])[C:23]([CH3:24])([CH3:25])[O:26][B:27]([c:28]2[cH:29][c:30]3[c:31]([nH:32][c:33](=[O:35])[nH:34]3)[cH:36][cH:37]2)[O:38]1.[Na+:43].[Na+:44].[O:45]1[CH2:46][CH2:47][O:48][CH2:49][CH2:50]1.[cH:51]1[cH:52][cH:53][c:54]([P:55]([Pd:56]([P:57]([c:58]2[cH:59][cH:60][cH:61][cH:62][cH:63]2)([c:64]2[cH:65][cH:66][cH:67][cH:68][cH:69]2)[c:70]2[cH:71][cH:72][cH:73][cH:74][cH:75]2)([P:76]([c:77]2[cH:78][cH:79][cH:80][cH:81][cH:82]2)([c:83]2[cH:84][cH:85][cH:86][cH:87][cH:88]2)[c:89]2[cH:90][cH:91][cH:92][cH:93][cH:94]2)[P:95]([c:96]2[cH:97][cH:98][cH:99][cH:100][cH:101]2)([c:102]2[cH:103][cH:104][cH:105][cH:106][cH:107]2)[c:108]2[cH:109][cH:110][cH:111][cH:112][cH:113]2)([c:114]2[cH:115][cH:116][cH:117][cH:118][cH:119]2)[c:120]2[cH:121][cH:122][cH:123][cH:124][cH:125]2)[cH:126][cH:127]1>>[CH:2](=[C:3]1[c:4]2[c:5]([cH:15][c:16]([F:19])[cH:17][cH:18]2)[O:6][CH2:7][c:8]2[c:9]1[cH:10][cH:11][cH:12][c:13]2[F:14])[c:28]1[cH:29][c:30]2[c:31]([nH:32][c:33](=[O:35])[nH:34]2)[cH:36][cH:37]1.